From a dataset of the Open Reaction Database (ORD), a public repository of structured organic reaction records. describe an organic reaction: reactants, conditions, products, and yield Reactants: BrC(=C1CCN(CC1)C(=O)OC(C)(C)C)C1=CC(=CC=C1)OC1=NC=C(C=C1)C(F)(F)F (tert-butyl 4-(bromo(3-(5-(trifluoromethyl)pyridin-2-yloxy)phenyl)methylene)piperidine-1-carboxylate), C(=O)(C(F)(F)F)O (TFA). Run in C(Cl)Cl (CH2Cl2). Reaction conditions: time 5 hour. Yields the product FC(C(=O)O)(F)F.BrC(C=1C=C(OC2=NC=C(C=C2)C(F)(F)F)C=CC1)=C1CCNCC1 (2-(3-(Bromo(piperidin-4-ylidene)methyl)phenoxy)-5-(trifluoromethyl)pyridine trifluoroacetate). The yield is 54.0%. Reaction SMILES: [Br:1][C:2]([C:16]1[CH:21]=[CH:20][CH:19]=[C:18]([O:22][C:23]2[CH:28]=[CH:27][C:26]([C:29]([F:32])([F:31])[F:30])=[CH:25][N:24]=2)[CH:17]=1)=[C:3]1[CH2:8][CH2:7][N:6](C(OC(C)(C)C)=O)[CH2:5][CH2:4]1.[C:33]([OH:39])([C:35]([F:38])([F:37])[F:36])=[O:34]>C(Cl)Cl>[F:36][C:35]([F:38])([F:37])[C:33]([OH:39])=[O:34].[Br:1][C:2](=[C:3]1[CH2:8][CH2:7][NH:6][CH2:5][CH2:4]1)[C:16]1[CH:17]=[C:18]([CH:19]=[CH:20][CH:21]=1)[O:22][C:23]1[CH:28]=[CH:27][C:26]([C:29]([F:31])([F:32])[F:30])=[CH:25][N:24]=1 |f:3.4|. Procedure details: To a solution of tert-butyl 4-(bromo(3-(5-(trifluoromethyl)pyridin-2-yloxy)phenyl)methylene)piperidine-1-carboxylate (0.42 g, 0.82 mmol) in CH2Cl2 (10 mL) was added TFA (3 mL). The pale yellow solution went to a darker yellow solution. The reaction was stirred at room temperature for 5 h. The reaction was concentrated to give the title compound as a solid (235 mg, 54% yield). The reactants are [OH-].[Na+] (sodium hydroxide), [O-]Cl.[Na+] (antiformin), S(=S)(=O)([O-])[O-].[Na+].[Na+] (sodium thiosulfate), Cl (hydrochloric acid), OC1=C(C=C(C=C1)C(CBr)=O)OCCCCC (1-(4-Hydroxy-3-pentyloxyphenyl)-2-bromoethanone). Run in O (water), O (Water). Conditions: time 40 minute. Yields the product OC1=C(C=C(C(=O)O)C=C1)OCCCCC (4-hydroxy-3-pentyloxybenzoic acid). Yield: 72.9%. RXN SMILES: [OH-].[Na+].[O-]Cl.[Na+].[OH:6][C:7]1[CH:12]=[CH:11][C:10]([C:13](=[O:16])CBr)=[CH:9][C:8]=1[O:17][CH2:18][CH2:19][CH2:20][CH2:21][CH3:22].S([O-])([O-])(=[O:25])=S.[Na+].[Na+].Cl>O>[OH:6][C:7]1[CH:12]=[CH:11][C:10]([C:13]([OH:16])=[O:25])=[CH:9][C:8]=1[O:17][CH2:18][CH2:19][CH2:20][CH2:21][CH3:22] |f:0.1,2.3,5.6.7|. Procedure: A solution of sodium hydroxide (680 mg), water (21ml) and antiformin (34 ml) was heated to 55° C. 1-(4-Hydroxy-3-pentyloxyphenyl)-2-bromoethanone (3.01 g, 0.01 mol, 1.0 eq) was added, and the mixture was stirred at 60° C.-70° C. for 40 minutes. An aqueous solution (10 ml) of sodium thiosulfate (1.2 g) was added, and the mixture was cooled to room temperature. Conc. hydrochloric acid (5 ml) was added to adjust the mixture to pH 5-6. Water (50 ml) was added to this reaction mixture, and the mixtur...